The task is: describe an organic reaction: reactants, conditions, products, and yield. This data is from the Open Reaction Database (ORD), a public repository of structured organic reaction records. Reactants: 20, CC1=C(COC=2C(=NC=CC2)[N+](=O)[O-])C(=CC=C1)C (3-(2,6-dimethylbenzyloxy)-2-nitropyridine), ice water, C(C)(=O)OC(C)=O (acetic anhydride), S(O)(O)(=O)=O (sulfuric acid), C(C)(=O)O (acetic acid). Reagents/catalysts: [O-2].[O-2].[O-2].[Cr+6] (chromium trioxide). Reaction conditions: time 2 hour. The product is C(=O)C1=C(COC=2C(=NC=CC2)[N+](=O)[O-])C(=CC=C1)C=O (3-(2,6-diformylbenzyloxy)-2-nitropyridine). Reaction SMILES: [CH3:1][C:2]1[CH:18]=[CH:17][CH:16]=C(C)[C:3]=1[CH2:4][O:5][C:6]1[C:7]([N+:12]([O-:14])=[O:13])=[N:8][CH:9]=[CH:10][CH:11]=1.C(OC(=O)C)(=[O:22])C.S(=O)(=O)(O)O.[C:32]([OH:35])(=O)[CH3:33]>[O-2].[O-2].[O-2].[Cr+6]>[CH:1]([C:2]1[CH:18]=[CH:17][CH:16]=[C:33]([CH:32]=[O:35])[C:3]=1[CH2:4][O:5][C:6]1[C:7]([N+:12]([O-:14])=[O:13])=[N:8][CH:9]=[CH:10][CH:11]=1)=[O:22] |f:4.5.6.7|. Procedure details: To a suspension of 3-(2,6-dimethylbenzyloxy)-2-nitropyridine (2.6 g) in a mixture of acetic acid (26 ml), acetic anhydride (39 ml) and sulfuric acid (5 ml) was added chromium trioxide (2.5 g) portionwise during a period of 20 minutss at 10° C. After being stirred for 2 hours at the same temperature the reaction mixture was poured into ice-water and extracted with ethyl acetate. The extracts were washed with water, dried over magnesium sulfate and the solvent was evaporated under reduced pressure... Starting materials: C(C(=O)Cl)(=O)Cl (Oxalyl chloride), C(C1=CC=CC=C1)OC1(CC=2C(=C(C=NC2CC1)C(=O)OCC)O)C (ethyl 6-benzyloxy-4-hydroxy-6-methyl-5,6,7,8-tetrahydroquinoline-3-carboxylate). The solvent is CN(C)C=O (DMF). Conditions: time 0.5 hour. Yields the product C(C1=CC=CC=C1)OC1(CC=2C(=C(C=NC2CC1)C(=O)OCC)Cl)C (ethyl 6-benzyloxy-4-chloro-6-methyl-5,6,7,8-tetrahydroquinoline-3-carboxylate). RXN SMILES: C(Cl)(=O)C([Cl:4])=O.[CH2:7]([O:14][C:15]1([CH3:31])[CH2:24][CH2:23][C:22]2[N:21]=[CH:20][C:19]([C:25]([O:27][CH2:28][CH3:29])=[O:26])=[C:18](O)[C:17]=2[CH2:16]1)[C:8]1[CH:13]=[CH:12][CH:11]=[CH:10][CH:9]=1>CN(C=O)C>[CH2:7]([O:14][C:15]1([CH3:31])[CH2:24][CH2:23][C:22]2[N:21]=[CH:20][C:19]([C:25]([O:27][CH2:28][CH3:29])=[O:26])=[C:18]([Cl:4])[C:17]=2[CH2:16]1)[C:8]1[CH:13]=[CH:12][CH:11]=[CH:10][CH:9]=1. Reported procedure: Oxalyl chloride (5.2 g) is added to 200 mL of DMF dropwise under stirring and cooling keeping the temperature below -20°. Stirring is continued for 0.5 hour at the same temperature. To the mixture 7.0 g of ethyl 6-benzyloxy-4-hydroxy-6-methyl-5,6,7,8-tetrahydroquinoline-3-carboxylate is added in small portions and stirring is continued for 2 hours at -30° to -20°, then at room temperature overnight. The mixture is evaporated to dryness and the residue is taken up in CH2Cl2, washed with sat. NaHC... Reactants: CCCCc1nc(C)c(C=O)n1-c1c(F)cccc1Cl, CCCCc1ncc(C=C(Cc2ccccc2)C(=O)OC)n1Cc1c(F)cccc1Cl, COCCOC, CCOC(C)=O, CO, CCCCCC, [H-], [Na+]. Product: CCCCc1ncc(C=C(Cc2ccccc2)C(=O)O)n1Cc1c(F)cccc1Cl. RXN SMILES: [CH2:1]([c:2]1[n:3](-[c:4]2[c:5]([F:6])[cH:7][cH:8][cH:9][c:10]2[Cl:11])[c:12]([CH:13]=[O:14])[c:15]([CH3:16])[n:17]1)[CH2:18][CH2:19][CH3:20].[CH2:29]([CH2:30][CH2:31][CH3:32])[c:33]1[n:34]([CH2:51][c:52]2[c:53]([Cl:59])[cH:54][cH:55][cH:56][c:57]2[F:58])[c:35]([CH:38]=[C:39]([C:40](=[O:41])[O:42][CH3:43])[CH2:44][c:45]2[cH:46][cH:47][cH:48][cH:49][cH:50]2)[cH:36][n:37]1.[CH3:23][O:24][CH2:25][CH2:26][O:27][CH3:28].[CH3:60][CH2:61][O:62][C:63](=[O:64])[CH3:65].[CH3:66][OH:67].[CH3:68][CH2:69][CH2:70][CH2:71][CH2:72][CH3:73].[H-:21].[Na+:22]>>[CH2:29]([CH2:30][CH2:31][CH3:32])[c:33]1[n:34]([CH2:51][c:52]2[c:53]([Cl:59])[cH:54][cH:55][cH:56][c:57]2[F:58])[c:35]([CH:38]=[C:39]([C:40](=[O:41])[OH:42])[CH2:44][c:45]2[cH:46][cH:47][cH:48][cH:49][cH:50]2)[cH:36][n:37]1. Reactants: CN(C)C=O, ClCc1nc(Cc2cccc(I)c2)no1, [Li+], [Li+], O=C([O-])[O-], O, CC(=O)c1ccc(O)c(C)c1O. Product: CC(=O)c1ccc(OCc2nc(Cc3cccc(I)c3)no2)c(C)c1O. As a reaction SMILES: [CH3:34][N:35]([CH3:36])[CH:37]=[O:38].[Cl:7][CH2:8][c:9]1[n:10][c:11]([CH2:14][c:15]2[cH:16][c:17]([I:21])[cH:18][cH:19][cH:20]2)[n:12][o:13]1.[Li+:1].[Li+:2].[O-:3][C:4](=[O:5])[O-:6].[OH2:39].[OH:22][c:23]1[c:24]([C:31]([CH3:32])=[O:33])[cH:25][cH:26][c:27]([OH:30])[c:28]1[CH3:29]>>[CH2:8]([c:9]1[n:10][c:11]([CH2:14][c:15]2[cH:16][c:17]([I:21])[cH:18][cH:19][cH:20]2)[n:12][o:13]1)[O:30][c:27]1[cH:26][cH:25][c:24]([C:31]([CH3:32])=[O:33])[c:23]([OH:22])[c:28]1[CH3:29]. Starting materials: ClC=1C=CC=2N(C(C3=C(N(C2N1)CC)N=CC(=C3)CCl)=O)C (2-chloro-8-chloromethyl-5,11-dihydro-11-ethyl-5-methyl-6H-dipyrido[3,2-b:2',3'-e][1,4]diazepin-6-one), FC1=CC=C(C=C1)O (4-fluorophenol). Yields the product ClC=1C=CC=2N(C(C3=C(N(C2N1)CC)N=CC(=C3)COC3=CC=C(C=C3)F)=O)C (2-chloro-5,11-dihydro-11-ethyl-8-(4-fluorophenyloxy)methyl-5-methyl-6H-dipyrido[3,2-b:2',3'-e][1,4]diazepin-6-one). Yield: 57.0%. As a reaction SMILES: [Cl:1][C:2]1[CH:3]=[CH:4][C:5]2[N:6]([CH3:22])[C:7](=[O:21])[C:8]3[CH:18]=[C:17]([CH2:19]Cl)[CH:16]=[N:15][C:9]=3[N:10]([CH2:13][CH3:14])[C:11]=2[N:12]=1.[F:23][C:24]1[CH:29]=[CH:28][C:27]([OH:30])=[CH:26][CH:25]=1>>[Cl:1][C:2]1[CH:3]=[CH:4][C:5]2[N:6]([CH3:22])[C:7](=[O:21])[C:8]3[CH:18]=[C:17]([CH2:19][O:30][C:27]4[CH:28]=[CH:29][C:24]([F:23])=[CH:25][CH:26]=4)[CH:16]=[N:15][C:9]=3[N:10]([CH2:13][CH3:14])[C:11]=2[N:12]=1. Procedure: Using a procedure analogous to that described in Example 98, the title compound, m.p. 143°-144° C., was prepared from 2-chloro-8-chloromethyl-5,11-dihydro-11-ethyl-5-methyl-6H-dipyrido[3,2-b:2',3'-e][1,4]diazepin-6-one and 4-fluorophenol. The yield was 57% of theory.